This data is from the Open Reaction Database (ORD), a public repository of structured organic reaction records. The task is: describe an organic reaction: reactants, conditions, products, and yield Reactants: O=C1CCC(=O)N1Br, O=C(OOC(=O)c1ccccc1)c1ccccc1, ClC(Cl)(Cl)Cl, Cc1ccc(C(F)(F)F)nc1. The product is FC(F)(F)c1ccc(CBr)cn1. Reaction SMILES: [Br:12][N:13]1[C:14](=[O:15])[CH2:16][CH2:17][C:18]1=[O:19].[C:20]([O:21][O:22][C:23](=[O:24])[c:25]1[cH:26][cH:27][cH:28][cH:29][cH:30]1)(=[O:31])[c:32]1[cH:33][cH:34][cH:35][cH:36][cH:37]1.[C:38]([Cl:39])([Cl:40])([Cl:41])[Cl:42].[CH3:1][c:2]1[cH:3][cH:4][c:5]([C:8]([F:9])([F:10])[F:11])[n:6][cH:7]1>>[CH2:1]([c:2]1[cH:3][cH:4][c:5]([C:8]([F:9])([F:10])[F:11])[n:6][cH:7]1)[Br:12]. Reactants: CCO, NN, O, CNC(=O)N1N=C(c2ccc([N+](=O)[O-])cc2)c2cc3c(cc2CC1CO)OCO3. Yields the product CNC(=O)N1N=C(c2ccc(N)cc2)c2cc3c(cc2CC1CO)OCO3. RXN SMILES: [CH3:33][CH2:34][OH:35].[NH2:31][NH2:32].[OH2:30].[OH:1][CH2:2][CH:3]1[N:4]([C:26]([NH:27][CH3:28])=[O:29])[N:5]=[C:6]([c:17]2[cH:18][cH:19][c:20]([N+:23]([O-:24])=[O:25])[cH:21][cH:22]2)[c:7]2[c:8]([cH:10][c:11]3[c:12]([cH:13]2)[O:14][CH2:15][O:16]3)[CH2:9]1>>[OH:1][CH2:2][CH:3]1[N:4]([C:26]([NH:27][CH3:28])=[O:29])[N:5]=[C:6]([c:17]2[cH:18][cH:19][c:20]([NH2:23])[cH:21][cH:22]2)[c:7]2[c:8]([cH:10][c:11]3[c:12]([cH:13]2)[O:14][CH2:15][O:16]3)[CH2:9]1. Reactants: BrC=1N=CNC1 (4-bromoimidazole), C(#C)C1=CC=CC=C1 (ethynylbenzene). Yields the product C1(=CC=CC=C1)C#CC=1N=CNC1 (4-Phenylethynyl-1H-imidazole). RXN SMILES: Br[C:2]1[N:3]=[CH:4][NH:5][CH:6]=1.[C:7]([C:9]1[CH:14]=[CH:13][CH:12]=[CH:11][CH:10]=1)#[CH:8]>>[C:9]1([C:7]#[C:8][C:2]2[N:3]=[CH:4][NH:5][CH:6]=2)[CH:14]=[CH:13][CH:12]=[CH:11][CH:10]=1. Reported procedure: The title compound, MS: m/e=169.2 (M+H+) was prepared in accordance with the general method of example 1b from 4-bromoimidazole and ethynylbenzene. The reactants are [N+](=O)([O-])C1=C(C=CC=C1)S(=O)(=O)Cl (2-nitrobenzenesulfonyl chloride), COC=1C=C(C=NC1OC)N (5,6-dimethoxy-3-pyridinamine), N1=CC=CC=C1 (pyridine). Yields the product COC=1C=C(C=NC1OC)NS(=O)(=O)C1=C(C=CC=C1)[N+](=O)[O-] (N-(5,6-Dimethoxypyridin-3-yl)-2-nitrobenzenesulfonamide). The yield is 38.3%. Reaction SMILES: [N+:1]([C:4]1[CH:9]=[CH:8][CH:7]=[CH:6][C:5]=1[S:10](Cl)(=[O:12])=[O:11])([O-:3])=[O:2].[CH3:14][O:15][C:16]1[CH:17]=[C:18]([NH2:24])[CH:19]=[N:20][C:21]=1[O:22][CH3:23].N1C=CC=CC=1>>[CH3:14][O:15][C:16]1[CH:17]=[C:18]([NH:24][S:10]([C:5]2[CH:6]=[CH:7][CH:8]=[CH:9][C:4]=2[N+:1]([O-:3])=[O:2])(=[O:12])=[O:11])[CH:19]=[N:20][C:21]=1[O:22][CH3:23]. Procedure details: The title compound (1.56 g, 4.60 mmol) was prepared from 2-nitrobenzenesulfonyl chloride (2.66 g, 12.0 mmol), 5,6-dimethoxy-3-pyridinamine (2.04 g, 13.2 mmol) and pyridine (2.9 mL, 36.0 mmol) using the methods of (IntA1), step 1. The reactants are C(C)N1CCN(CC1)C=1N=C(C=C2C1SC=C2)Br (7-(1-ethylpiperazin-4-yl)-5-bromothieno[2,3-c]pyridine), Cl (hydrochloric acid), C(C)(=O)OCC (ethyl acetate), C(C)N1CCN(CC1)C=1N=C(C=C2C1SC=C2)C2=CC=C(C=C2)COC(CC2CCCCC2)=O (7-(4-ethylpiperazin-1-yl)-5-[4-(cyclohexylacetoxymethyl)phenyl]thieno[2,3-c]pyridine). Conditions: time 1 hour. Yields the product Cl.Cl.C(C)N1CCN(CC1)C=1N=C(C=C2C1SC=C2)C2=CC=C(C=C2)C(O)C2CCCCC2 (7-(4-Ethylpiperazin-1-yl)-5-[4-(cyclohexylhydroxymethyl)phenyl]thieno[2,3-c]pyridine dihydrochloride). RXN SMILES: C(N1CCN(C2N=[C:11](Br)[CH:12]=[C:13]3[CH:17]=[CH:16]SC=23)CC1)C.[CH2:19]([N:21]1[CH2:26][CH2:25][N:24]([C:27]2[N:28]=[C:29]([C:36]3[CH:41]=[CH:40][C:39]([CH2:42][O:43]C(=O)CC4CCCCC4)=[CH:38][CH:37]=3)[CH:30]=[C:31]3[CH:35]=[CH:34][S:33][C:32]=23)[CH2:23][CH2:22]1)[CH3:20].[ClH:53].[C:54](OCC)(=O)C>>[ClH:53].[ClH:53].[CH2:19]([N:21]1[CH2:22][CH2:23][N:24]([C:27]2[N:28]=[C:29]([C:36]3[CH:37]=[CH:38][C:39]([CH:42]([CH:11]4[CH2:12][CH2:13][CH2:17][CH2:16][CH2:54]4)[OH:43])=[CH:40][CH:41]=3)[CH:30]=[C:31]3[CH:35]=[CH:34][S:33][C:32]=23)[CH2:25][CH2:26]1)[CH3:20] |f:4.5.6|. Procedure: The resulting compound and 7-(1-ethylpiperazin-4-yl)-5-bromothieno[2,3-c]pyridine (0.20 g) were reacted in the same manner as in Example 300-4, to give a reaction solution containing 7-(4-ethylpiperazin-1-yl)-5-[4-(cyclohexylacetoxymethyl)phenyl]thieno[2,3-c]pyridine. To the resulting reaction solution were added ethyl acetate and 2N hydrochloric acid, and then the resulting insoluble matters were filtered off. The aqueous layer was separated, while the organic phase was extracted with 2N hydroc... Reactants: C1(=C(C=CC=C1)C1=CC=NC=C1C(=O)OC)C (methyl 4-o-tolyl-nicotinoate). Solvent: C(C)O (ethanol), [OH-].[Na+] (sodium hydroxide). Yields the product C1(=C(C=CC=C1)C1=CC=NC=C1C(=O)O)C (4-o-tolyl-nicotinic Acid). Yield: 93.8%. As a reaction SMILES: [C:1]1([CH3:17])[CH:6]=[CH:5][CH:4]=[CH:3][C:2]=1[C:7]1[C:12]([C:13]([O:15]C)=[O:14])=[CH:11][N:10]=[CH:9][CH:8]=1>C(O)C.[OH-].[Na+]>[C:1]1([CH3:17])[CH:6]=[CH:5][CH:4]=[CH:3][C:2]=1[C:7]1[C:12]([C:13]([OH:15])=[O:14])=[CH:11][N:10]=[CH:9][CH:8]=1 |f:2.3|. Procedure details: A solution of 1.13 g (5.0 mmol) methyl 4-o-tolyl-nicotinoate in 15 ml ethanol and 12 ml 2 N sodium hydroxide solution was heated to reflux for 1 h. The pH was adjusted to 5 and the mixture was extracted twice with ethyl acetate. The combined organic layers were dried (sodium sulfate) and evaporated to give 1 g (94%) of the title compound as off white crystals. Starting materials: COC(C)(C)C, FC(F)c1c(Br)cccc1SCc1ccccc1, O=C1CCCN1. The product is O=C1CCCN1c1cccc(SCc2ccccc2)c1C(F)F. Reaction SMILES: [C:25]([O:26][CH3:27])([CH3:28])([CH3:29])[CH3:30].[CH2:1]([c:2]1[cH:3][cH:4][cH:5][cH:6][cH:7]1)[S:8][c:9]1[c:10]([CH:16]([F:17])[F:18])[c:11]([Br:15])[cH:12][cH:13][cH:14]1.[O:19]=[C:20]1[CH2:21][CH2:22][CH2:23][NH:24]1>>[CH2:1]([c:2]1[cH:3][cH:4][cH:5][cH:6][cH:7]1)[S:8][c:9]1[c:10]([CH:16]([F:17])[F:18])[c:11]([N:24]2[C:20](=[O:19])[CH2:21][CH2:22][CH2:23]2)[cH:12][cH:13][cH:14]1. Starting materials: C1(C=CCC1)ON=C(C(=O)NC1[C@@H]2N(C(=C(CS2)CSC2=NN=NN2CC(=NO)C(=O)O)C(=O)O)C1=O)C=1N=C(SC1)NC=O (7-[2-(2-cyclopenten-1-yl)oxyimino-2-(2-formamidothiazol-4-yl)acetamido]-3-[1-(2-carboxy-2-hydroxyiminoethyl)-1H-tetrazol-5-yl]thiomethyl-3-cephem-4-carboxylic acid), Cl (hydrochloric acid). The solvent is CO (methanol), O1CCCC1 (tetrahydrofuran). Product: C1(C=CCC1)ON=C(C(=O)NC1[C@@H]2N(C(=C(CS2)CSC2=NN=NN2CC(=NO)C(=O)O)C(=O)O)C1=O)C=1N=C(SC1)N (7-[2-(2-cyclopenten-1-yl)oxyimino-2-(2-aminothiazol-4-yl)acetamido]-3-[1-(2-carboxy-2-hydroxyiminoethyl)-1H-tetrazole-5-yl]thiomethyl-3-cephem-4-carboxylic acid). As a reaction SMILES: [CH:1]1([O:6][N:7]=[C:8]([C:38]2[N:39]=[C:40]([NH:43]C=O)[S:41][CH:42]=2)[C:9]([NH:11][CH:12]2[C:36](=[O:37])[N:14]3[C:15]([C:33]([OH:35])=[O:34])=[C:16]([CH2:19][S:20][C:21]4[N:25]([CH2:26][C:27]([C:30]([OH:32])=[O:31])=[N:28][OH:29])[N:24]=[N:23][N:22]=4)[CH2:17][S:18][C@H:13]23)=[O:10])[CH2:5][CH2:4][CH:3]=[CH:2]1.Cl>CO.O1CCCC1>[CH:1]1([O:6][N:7]=[C:8]([C:38]2[N:39]=[C:40]([NH2:43])[S:41][CH:42]=2)[C:9]([NH:11][CH:12]2[C:36](=[O:37])[N:14]3[C:15]([C:33]([OH:35])=[O:34])=[C:16]([CH2:19][S:20][C:21]4[N:25]([CH2:26][C:27]([C:30]([OH:32])=[O:31])=[N:28][OH:29])[N:24]=[N:23][N:22]=4)[CH2:17][S:18][C@H:13]23)=[O:10])[CH2:5][CH2:4][CH:3]=[CH:2]1. Reported procedure: A solution of 7-[2-(2-cyclopenten-1-yl)oxyimino-2-(2-formamidothiazol-4-yl)acetamido]-3-[1-(2-carboxy-2-hydroxyiminoethyl)-1H-tetrazol-5-yl]thiomethyl-3-cephem-4-carboxylic acid (syn isomer: in the 7-position) (1.1 g) and conc. hydrochloric acid (0.12 g) in methanol (10 ml) and tetrahydrofuran (2 ml) was stirred at room temperature for 2.5 hours. After removal of organic solvents under reduced pressure, the residue was dissolved in an aqueous solution of sodium bicarbonate and the solution was a... The reactants are C=CCOc1c(C)cccc1C(=O)NC1(C(=O)OCC)Cc2ccccc2C1, CCO, [K+], [OH-], O. The product is C=CCOc1c(C)cccc1C(=O)NC1(C(=O)O)Cc2ccccc2C1. Reaction SMILES: [CH2:1]([CH3:2])[O:3][C:4](=[O:5])[C:6]1([NH:15][C:16]([c:17]2[c:18]([O:24][CH2:25][CH:26]=[CH2:27])[c:19]([CH3:23])[cH:20][cH:21][cH:22]2)=[O:28])[CH2:7][c:8]2[cH:9][cH:10][cH:11][cH:12][c:13]2[CH2:14]1.[CH3:32][CH2:33][OH:34].[K+:30].[OH-:29].[OH2:31]>>[O:3]=[C:4]([OH:5])[C:6]1([NH:15][C:16]([c:17]2[c:18]([O:24][CH2:25][CH:26]=[CH2:27])[c:19]([CH3:23])[cH:20][cH:21][cH:22]2)=[O:28])[CH2:7][c:8]2[cH:9][cH:10][cH:11][cH:12][c:13]2[CH2:14]1.